From a dataset of the Open Reaction Database (ORD), a public repository of structured organic reaction records. describe an organic reaction: reactants, conditions, products, and yield The reactants are C1CCOC1, Cc1csc(-c2nc(N)nc3c2nnn3Cc2cccc(C3(O[Si](C)(C)C)CCCC3)n2)n1, CCCC[N+](CCCC)(CCCC)CCCC, [F-]. Yields the product Cc1csc(-c2nc(N)nc3c2nnn3Cc2cccc(C3(O)CCCC3)n2)n1. Reaction SMILES: [CH2:52]1[O:53][CH2:54][CH2:55][CH2:56]1.[CH3:1][c:2]1[n:3][c:4](-[c:7]2[c:8]3[c:9]([n:10][c:11]([NH2:13])[n:12]2)[n:14]([CH2:17][c:18]2[n:19][c:20]([C:24]4([O:29][Si:30]([CH3:31])([CH3:32])[CH3:33])[CH2:25][CH2:26][CH2:27][CH2:28]4)[cH:21][cH:22][cH:23]2)[n:15][n:16]3)[s:5][cH:6]1.[CH3:35][CH2:36][CH2:37][CH2:38][N+:39]([CH2:40][CH2:41][CH2:42][CH3:43])([CH2:44][CH2:45][CH2:46][CH3:47])[CH2:48][CH2:49][CH2:50][CH3:51].[F-:34]>>[CH3:1][c:2]1[n:3][c:4](-[c:7]2[c:8]3[c:9]([n:10][c:11]([NH2:13])[n:12]2)[n:14]([CH2:17][c:18]2[n:19][c:20]([C:24]4([OH:29])[CH2:25][CH2:26][CH2:27][CH2:28]4)[cH:21][cH:22][cH:23]2)[n:15][n:16]3)[s:5][cH:6]1. Reactants: C(=NC1CCCCC1)=NC1CCCCC1, O=C(O)CCCN1CCC(OC(c2ccc(Cl)cc2)c2ccccn2)CC1, ClCCl, COC(=O)c1cc(=O)c2cc(OC)cc(N)c2o1. Product: COC(=O)c1cc(=O)c2cc(OC)cc(NC(=O)CCCN3CCC(OC(c4ccc(Cl)cc4)c4ccccn4)CC3)c2o1. Reaction SMILES: [CH:28]1([N:29]=[C:30]=[N:31][CH:32]2[CH2:33][CH2:34][CH2:35][CH2:36][CH2:37]2)[CH2:38][CH2:39][CH2:40][CH2:41][CH2:42]1.[Cl:1][c:2]1[cH:3][cH:4][c:5]([CH:8]([O:9][CH:10]2[CH2:11][CH2:12][N:13]([CH2:16][CH2:17][CH2:18][C:19](=[O:20])[OH:21])[CH2:14][CH2:15]2)[c:22]2[n:23][cH:24][cH:25][cH:26][cH:27]2)[cH:6][cH:7]1.[Cl:61][CH2:62][Cl:63].[NH2:43][c:44]1[cH:45][c:46]([O:59][CH3:60])[cH:47][c:48]2[c:49](=[O:58])[cH:50][c:51]([C:54](=[O:55])[O:56][CH3:57])[o:52][c:53]12>>[Cl:1][c:2]1[cH:3][cH:4][c:5]([CH:8]([O:9][CH:10]2[CH2:11][CH2:12][N:13]([CH2:16][CH2:17][CH2:18][C:19](=[O:20])[NH:43][c:44]3[cH:45][c:46]([O:59][CH3:60])[cH:47][c:48]4[c:49](=[O:58])[cH:50][c:51]([C:54](=[O:55])[O:56][CH3:57])[o:52][c:53]34)[CH2:14][CH2:15]2)[c:22]2[n:23][cH:24][cH:25][cH:26][cH:27]2)[cH:6][cH:7]1. The reactants are Cc1ccccc1, ClCc1ccccc1, [H-], [Na+], CN(C)C=O, Oc1ccc2cc(O)ccc2c1. The product is Oc1ccc2cc(OCc3ccccc3)ccc2c1. RXN SMILES: [CH3:23][c:24]1[cH:25][cH:26][cH:27][cH:28][cH:29]1.[Cl:15][CH2:16][c:17]1[cH:18][cH:19][cH:20][cH:21][cH:22]1.[H-:1].[Na+:2].[O:30]=[CH:31][N:32]([CH3:33])[CH3:34].[OH:3][c:4]1[cH:5][c:6]2[cH:7][cH:8][c:9]([OH:14])[cH:10][c:11]2[cH:12][cH:13]1>>[O:3]([c:4]1[cH:5][c:6]2[cH:7][cH:8][c:9]([OH:14])[cH:10][c:11]2[cH:12][cH:13]1)[CH2:16][c:17]1[cH:18][cH:19][cH:20][cH:21][cH:22]1. Reactants: CON=C(C(=O)NC1[C@@H]2N(C(=C(CS2)CSC=2SC=NN2)C(=O)[O-])C1=O)C=1N=C(SC1)N.[Na+] (sodium 7-[2-methoxyimino-2-(2-aminothiazol-4-yl)acetamido]-3-(1,3,4-thiadiazol-2-yl)thiomethyl-3-cephem-4-carboxylate), C(CCCCC)(=O)OCI (iodomethyl hexanoate), O (water), C(C)(=O)OCC (ethyl acetate). Run in CN(C=O)C (dimethylformamide), CN(C=O)C (dimethylformamide). Run at time 10 minute. The product is CON=C(C(=O)NC1[C@@H]2N(C(=C(CS2)CSC=2SC=NN2)C(=O)OCOC(CCCCC)=O)C1=O)C=1N=C(SC1)N (hexanoyloxymethyl 7-[2-methoxyimino-2-(2-aminothiazol-4-yl)acetamido]-3-(1,3,4-thiadiazol-2-yl)thiomethyl-3-cephem-4-carboxylate). The yield is 58.4%. Reaction SMILES: [C:1]([O:8][CH2:9]I)(=[O:7])[CH2:2][CH2:3][CH2:4][CH2:5][CH3:6].[CH3:11][O:12][N:13]=[C:14]([C:37]1[N:38]=[C:39]([NH2:42])[S:40][CH:41]=1)[C:15]([NH:17][CH:18]1[C:35](=[O:36])[N:20]2[C:21]([C:32]([O-:34])=[O:33])=[C:22]([CH2:25][S:26][C:27]3[S:28][CH:29]=[N:30][N:31]=3)[CH2:23][S:24][C@H:19]12)=[O:16].[Na+].O.C(OCC)(=O)C>CN(C)C=O>[CH3:11][O:12][N:13]=[C:14]([C:37]1[N:38]=[C:39]([NH2:42])[S:40][CH:41]=1)[C:15]([NH:17][CH:18]1[C:35](=[O:36])[N:20]2[C:21]([C:32]([O:34][CH2:9][O:8][C:1](=[O:7])[CH2:2][CH2:3][CH2:4][CH2:5][CH3:6])=[O:33])=[C:22]([CH2:25][S:26][C:27]3[S:28][CH:29]=[N:30][N:31]=3)[CH2:23][S:24][C@H:19]12)=[O:16] |f:1.2|. Reported procedure: A solution of iodomethyl hexanoate (1.58 g.) in dimethylformamide (3 ml.) was added at a time under ice-cooling to a stirred solution of sodium 7-[2-methoxyimino-2-(2-aminothiazol-4-yl)acetamido]-3-(1,3,4-thiadiazol-2-yl)thiomethyl-3-cephem-4-carboxylate (syn isomer) (3.0 g.) in dimethylformamide (15 ml.). The mixture was stirred for 10 minutes at the same temperature and poured into a mixture of water (50 ml.) and ethyl acetate (100 ml.). The aqueous layer was separated and extracted twice with... The reactants are COC([C@H](CNC(=O)OC(C)(C)C)NC(=O)C=1SC(=CC1C1=CC=CC=C1)C(NCC1=CC(=CC=C1)O)=O)=O ((S)-3-tert-Butoxycarbonylamino-2-{[5-(3-hydroxy-benzylcarbamoyl)-3-phenyl-thiophene-2-carbonyl]-amino}-propionic acid methyl ester), C(=O)(C(F)(F)F)O (TFA). Solvent: C(Cl)Cl (DCM). Conditions: time 1 hour. The product is FC(C(=O)O)(F)F.COC([C@H](CN)NC(=O)C=1SC(=CC1C1=CC=CC=C1)C(NCC1=CC(=CC=C1)O)=O)=O ((S)-3-Amino-2-{[5-(3-hydroxy-benzylcarbamoyl)-3-phenyl-thiophene-2-carbonyl]-amino}-propionic acid methyl ester trifluoro-acetic acid salt). As a reaction SMILES: [CH3:1][O:2][C:3](=[O:39])[C@@H:4]([NH:14][C:15]([C:17]1[S:18][C:19]([C:28](=[O:38])[NH:29][CH2:30][C:31]2[CH:36]=[CH:35][CH:34]=[C:33]([OH:37])[CH:32]=2)=[CH:20][C:21]=1[C:22]1[CH:27]=[CH:26][CH:25]=[CH:24][CH:23]=1)=[O:16])[CH2:5][NH:6]C(OC(C)(C)C)=O.[C:40]([OH:46])([C:42]([F:45])([F:44])[F:43])=[O:41]>C(Cl)Cl>[F:43][C:42]([F:45])([F:44])[C:40]([OH:46])=[O:41].[CH3:1][O:2][C:3](=[O:39])[C@@H:4]([NH:14][C:15]([C:17]1[S:18][C:19]([C:28](=[O:38])[NH:29][CH2:30][C:31]2[CH:36]=[CH:35][CH:34]=[C:33]([OH:37])[CH:32]=2)=[CH:20][C:21]=1[C:22]1[CH:27]=[CH:26][CH:25]=[CH:24][CH:23]=1)=[O:16])[CH2:5][NH2:6] |f:3.4|. Reported procedure: To a solution of (S)-3-tert-Butoxycarbonylamino-2-{[5-(3-hydroxy-benzylcarbamoyl)-3-phenyl-thiophene-2-carbonyl]-amino}-propionic acid methyl ester (0.148 g, 0.27 mmol) in DCM (5 mL) was added TFA (2.0 mL). The mixture was stirred at room temperature 1 h and evaporated. Isolate 0.23 g of crude product which was used without further purification. Starting materials: COC1=CC=C(C=C1)S(=O)(=O)N([C@@H](C(=O)O)CC=1N=NN(N1)C)CC1=CC=CC=C1 (2(R)-[[4-methoxybenzenesulfonyl](benzyl)amino]-2-[(2-methyl-5-tetrazolyl)methyl]acetic acid), ON1N=NC2=C1C=CC=C2 (1-hydroxybenzotriazole), CN1CCOCC1 (4-methylmorpholine), Cl.C(C)(C)(C)ON (O-t-butylhydroxylamine hydrochloride), Cl.CN(C)CCCN=C=NCC (N-[dimethylaminopropyl]-N'-ethylcarbodiimide hydrochloride). The solvent is C(Cl)Cl (methylene chloride), O (water). Conditions: time 8 hour. Yields the product C(C)(C)(C)ONC(C(CC=1N=NN(N1)C)N(CC1=CC=CC=C1)S(=O)(=O)C1=CC=C(C=C1)OC)=O (N-(t-butyloxy)-2-[[4-methoxybenzenesulfonyl](benzyl)amino]-2-[(2-methyl-5-tetrazolyl)methyl]acetamide). Reaction SMILES: [CH3:1][O:2][C:3]1[CH:8]=[CH:7][C:6]([S:9]([N:12]([CH2:24][C:25]2[CH:30]=[CH:29][CH:28]=[CH:27][CH:26]=2)[C@H:13]([CH2:17][C:18]2[N:19]=[N:20][N:21]([CH3:23])[N:22]=2)[C:14]([OH:16])=O)(=[O:11])=[O:10])=[CH:5][CH:4]=1.ON1C2C=CC=CC=2N=N1.CN1CCOCC1.Cl.[C:49]([O:53][NH2:54])([CH3:52])([CH3:51])[CH3:50].Cl.CN(CCCN=C=NCC)C>C(Cl)Cl.O>[C:49]([O:53][NH:54][C:14](=[O:16])[CH:13]([N:12]([S:9]([C:6]1[CH:5]=[CH:4][C:3]([O:2][CH3:1])=[CH:8][CH:7]=1)(=[O:11])=[O:10])[CH2:24][C:25]1[CH:30]=[CH:29][CH:28]=[CH:27][CH:26]=1)[CH2:17][C:18]1[N:19]=[N:20][N:21]([CH3:23])[N:22]=1)([CH3:52])([CH3:51])[CH3:50] |f:3.4,5.6|. Reported procedure: 2(R)-[[4-methoxybenzenesulfonyl](benzyl)amino]-2-[(2-methyl-5-tetrazolyl)methyl]acetic acid (0.96 g, 2.24 mmol), 1-hydroxybenzotriazole (0.30 g, 2.24 mmol), 4-methylmorpholine (0.86 mL, 7.89 mmol), and O-t-butylhydroxylamine hydrochloride (0.30 g, 2.24 mmol) are dissolved in methylene chloride (75.0 mL). N-[dimethylaminopropyl]-N'-ethylcarbodiimide hydrochloride (0.86 g, 4.48 mmol) is added, and the reaction is stirred overnight. The reaction is then diluted with water and extracted with methyle... Reactants: Cl (HCl), BrC=1C=C2C(C3(CCOCC3)CC2=CC1)=NS(=O)C(C)(C)C (N-(5-Bromo-2′,3′,5′,6′-tetrahydrospiro[indene-2,4′-pyran]-3(1H)-ylidene)-2-methylpropane-2-sulfinamide), CCOCC (Et2O). Run in O1CCOCC1 (1,4-dioxane). Reaction conditions: time 8 hour. The product is BrC1=CC=C2CC3(CCOCC3)C(C2=C1)=N (6-Bromo-2′,3′,5′,6′-tetrahydrospiro[indene-2,4′-pyran]-1(3H)-imine). As a reaction SMILES: Cl.[Br:2][C:3]1[CH:4]=[C:5]2[C:14](=[CH:15][CH:16]=1)[CH2:13][C:7]1([CH2:12][CH2:11][O:10][CH2:9][CH2:8]1)[C:6]2=[N:17]S(C(C)(C)C)=O.CCOCC>O1CCOCC1>[Br:2][C:3]1[CH:4]=[C:5]2[C:14]([CH2:13][C:7]3([C:6]2=[NH:17])[CH2:12][CH2:11][O:10][CH2:9][CH2:8]3)=[CH:15][CH:16]=1. Reported procedure: HCl (4M in 1,4-dioxane) (0.683 mL, 2.73 mmol) was added to a solution of N-(5-bromo-2′,3′,5′,6′-tetrahydrospiro[indene-2,4′-pyran]-3(1H)-ylidene)-2-methylpropane-2-sulfinamide (Example 25 Step 1, 105 mg, 0.27 mmol) in anhydrous 1,4-dioxane (1 mL) and the resulting mixture was stirred under a nitrogen atmosphere at r.t. overnight. Et2O (3 mL) was added, the precipitate was filtered off, washed with Et2O and then dissolved in DCM (5 mL) and sat. aq. NaHCO3 (5 mL). The mixture was poured into a pha...